This data is from the Open Reaction Database (ORD), a public repository of structured organic reaction records. The task is: describe an organic reaction: reactants, conditions, products, and yield Starting materials: FC1=CC=C(C=C1)N1N=C(C=C1C1=CC=C(C=C1)S(=O)(=O)C)C(=O)N (1-(4-fluorophenyl)-5-[4-(methylsulfonyl)phenyl]pyrazole-3-carboxamide), CS(=O)(=O)Cl (methanesulfonyl chloride). Solvent: N1=CC=CC=C1 (pyridine). Reaction conditions: temperature 50 celsius, time 6 hour. The product is FC1=CC=C(C=C1)N1N=C(C=C1C1=CC=C(C=C1)S(=O)(=O)C)C#N (1-(4-fluorophenyl)-5-[4-(methylsulfonyl)phenyl]pyrazole-3-carbonitrile). The yield is 93.6%. As a reaction SMILES: [F:1][C:2]1[CH:7]=[CH:6][C:5]([N:8]2[C:12]([C:13]3[CH:18]=[CH:17][C:16]([S:19]([CH3:22])(=[O:21])=[O:20])=[CH:15][CH:14]=3)=[CH:11][C:10]([C:23]([NH2:25])=O)=[N:9]2)=[CH:4][CH:3]=1.CS(Cl)(=O)=O>N1C=CC=CC=1>[F:1][C:2]1[CH:3]=[CH:4][C:5]([N:8]2[C:12]([C:13]3[CH:18]=[CH:17][C:16]([S:19]([CH3:22])(=[O:21])=[O:20])=[CH:15][CH:14]=3)=[CH:11][C:10]([C:23]#[N:25])=[N:9]2)=[CH:6][CH:7]=1. Reported procedure: A mixture of 1-(4-fluorophenyl)-5-[4-(methylsulfonyl)phenyl]pyrazole-3-carboxamide (2.7 g) and methanesulfonyl chloride (3.4 ml) in pyridine (25 ml) was stirred at 50° C. for 6 hours. The solvent was evaporated, and ethyl acetate and water were added to the residue. The precipitates were filtered and washed with water and ethyl acetate. The filtrate was separated, and the organic layer was washed with dilute hydrochloric acid, dried and concentrated to dryness. The residue and the former precipi... The reactants are CCNCc1ccc(C(C)(C)C)cc1, CCN(C(C)C)C(C)C, CC#N, COC(=O)c1ccccc1OCCc1ccc(OCC(=O)Cl)cc1. Product: CCN(Cc1ccc(C(C)(C)C)cc1)C(=O)COc1ccc(CCOc2ccccc2C(=O)OC)cc1. RXN SMILES: [C:1]([CH3:2])([CH3:3])([CH3:4])[c:5]1[cH:6][cH:7][c:8]([CH2:9][NH:10][CH2:11][CH3:12])[cH:13][cH:14]1.[CH2:15]([N:16]([CH:17]([CH3:18])[CH3:19])[CH:20]([CH3:21])[CH3:22])[CH3:23].[CH3:48][C:49]#[N:50].[Cl:24][C:25]([CH2:26][O:27][c:28]1[cH:29][cH:30][c:31]([CH2:34][CH2:35][O:36][c:37]2[c:38]([C:39](=[O:40])[O:41][CH3:42])[cH:43][cH:44][cH:45][cH:46]2)[cH:32][cH:33]1)=[O:47]>>[C:1]([CH3:2])([CH3:3])([CH3:4])[c:5]1[cH:6][cH:7][c:8]([CH2:9][N:10]([CH2:11][CH3:12])[C:25]([CH2:26][O:27][c:28]2[cH:29][cH:30][c:31]([CH2:34][CH2:35][O:36][c:37]3[c:38]([C:39](=[O:40])[O:41][CH3:42])[cH:43][cH:44][cH:45][cH:46]3)[cH:32][cH:33]2)=[O:47])[cH:13][cH:14]1. Reactants: [Al+3], [Cl-], [Cl-], [Cl-], CC(=O)OCC1OC(n2ccc3c(Cl)cccc32)C(OC(C)=O)C(OC(C)=O)C1OC(C)=O, ClCCl, O=C(Cl)c1ccc2c(c1)CCO2. The product is CC(=O)OCC1OC(n2cc(C(=O)c3ccc4c(c3)CCO4)c3c(Cl)cccc32)C(OC(C)=O)C(OC(C)=O)C1OC(C)=O. RXN SMILES: [Al+3:47].[Cl-:46].[Cl-:48].[Cl-:49].[Cl:1][c:2]1[c:3]2[cH:4][cH:5][n:6]([CH:11]3[CH:12]([O:13][C:14]([CH3:15])=[O:16])[CH:17]([O:18][C:19]([CH3:20])=[O:21])[CH:22]([O:23][C:24]([CH3:25])=[O:26])[CH:27]([CH2:29][O:30][C:31]([CH3:32])=[O:33])[O:28]3)[c:7]2[cH:8][cH:9][cH:10]1.[Cl:50][CH2:51][Cl:52].[O:34]1[c:35]2[c:36]([cH:39][c:40]([C:43](=[O:44])[Cl:45])[cH:41][cH:42]2)[CH2:37][CH2:38]1>>[Cl:1][c:2]1[c:3]2[c:4]([C:43]([c:40]3[cH:39][c:36]4[c:35]([cH:42][cH:41]3)[O:34][CH2:38][CH2:37]4)=[O:44])[cH:5][n:6]([CH:11]3[CH:12]([O:13][C:14]([CH3:15])=[O:16])[CH:17]([O:18][C:19]([CH3:20])=[O:21])[CH:22]([O:23][C:24]([CH3:25])=[O:26])[CH:27]([CH2:29][O:30][C:31]([CH3:32])=[O:33])[O:28]3)[c:7]2[cH:8][cH:9][cH:10]1. Reactants: N1=C(NC2=C1C=CC=C2)NC(=S)N2C=NC=C2 (1-[(2-benzimidazolyl)thiocarbamoyl]imidazole), ClC1=CC=C(C=C1)CCN (2-(4-chlorophenyl)ethylamine), C(C)(=O)OCC (ethyl acetate). The solvent is CN(C=O)C (N,N-dimethylformamide). The product is ClC1=CC=C(C=C1)CCNC(=S)NC=1NC2=C(N1)C=CC=C2 (N-[2-(4-chlorophenyl)ethyl]-N'-(2-benzimidazolyl)thiourea). Isolated yield 79.2%. As a reaction SMILES: [N:1]1[C:5]2[CH:6]=[CH:7][CH:8]=[CH:9][C:4]=2[NH:3][C:2]=1[NH:10][C:11]([N:13]1[CH:17]=[CH:16]N=C1)=[S:12].[Cl:18][C:19]1[CH:24]=[CH:23][C:22](CCN)=[CH:21][CH:20]=1.C(OCC)(=O)C>CN(C)C=O>[Cl:18][C:19]1[CH:24]=[CH:23][C:22]([CH2:16][CH2:17][NH:13][C:11]([NH:10][C:2]2[NH:1][C:5]3[CH:6]=[CH:7][CH:8]=[CH:9][C:4]=3[N:3]=2)=[S:12])=[CH:21][CH:20]=1. Procedure: A solution of 1-[(2-benzimidazolyl)thiocarbamoyl]imidazole (! .22 g, 5.0 mmol) and 2-(4-chlorophenyl)ethylamine (0.79 g, 5.0 mmol) in N,N-dimethylformamide (20 mL) was stirred at 90 ° C. for 2 h. The reaction was cooled to room temperature, poured into ethyl acetate, washed with water, 1N aqueous HCl, water, saturated sodium bicarbonate, and brine. The organic layer was concentrated and the resultant solid was crystallized from EtOAc to provide 1.31 g (79%) of the titled product as a white solid... Starting materials: O=[N+]([O-])c1cc(-c2nnc(-c3ccc(Cl)cc3)o2)ccc1CBr, COC(=O)C(C)(C)Cc1cc(C)c(C=O)c(C)c1, CCOC(C)=O, [K+], [K+], O=C([O-])[O-], CN(C)C=O, c1ccc(P(c2ccccc2)c2ccccc2)cc1. As a reaction SMILES: [Br:1][CH2:2][c:3]1[c:4]([N+:21](=[O:22])[O-:23])[cH:5][c:6](-[c:9]2[o:10][c:11](-[c:14]3[cH:15][cH:16][c:17]([Cl:20])[cH:18][cH:19]3)[n:12][n:13]2)[cH:7][cH:8]1.[CH3:43][O:44][C:45]([C:46]([CH2:47][c:48]1[cH:49][c:50]([CH3:57])[c:51]([CH:55]=[O:56])[c:52]([CH3:54])[cH:53]1)([CH3:58])[CH3:59])=[O:60].[CH3:72][CH2:73][O:74][C:75]([CH3:76])=[O:77].[K+:61].[K+:62].[O-:63][C:64]([O-:65])=[O:66].[O:67]=[CH:68][N:69]([CH3:70])[CH3:71].[c:24]1([P:25]([c:26]2[cH:27][cH:28][cH:29][cH:30][cH:31]2)[c:32]2[cH:33][cH:34][cH:35][cH:36][cH:37]2)[cH:38][cH:39][cH:40][cH:41][cH:42]1>>[CH:2]([c:3]1[c:4]([N+:21](=[O:22])[O-:23])[cH:5][c:6](-[c:9]2[o:10][c:11](-[c:14]3[cH:15][cH:16][c:17]([Cl:20])[cH:18][cH:19]3)[n:12][n:13]2)[cH:7][cH:8]1)=[CH:55][c:51]1[c:50]([CH3:57])[cH:49][c:48]([CH2:47][C:46]([C:45]([O:44][CH3:43])=[O:60])([CH3:58])[CH3:59])[cH:53][c:52]1[CH3:54]. Product: COC(=O)C(C)(C)Cc1cc(C)c(C=Cc2ccc(-c3nnc(-c4ccc(Cl)cc4)o3)cc2[N+](=O)[O-])c(C)c1.